From a dataset of the Open Reaction Database (ORD), a public repository of structured organic reaction records. describe an organic reaction: reactants, conditions, products, and yield The reactants are ClC1=CC=C(C=C1)C1=C(C=2N(C=C1)C(N(N2)CC=2C(=NC(=CC2)C(F)(F)F)C(=O)OC)=O)C2=CC=NC=C2 (methyl 3-((7-(4-chlorophenyl)-3-oxo-8-(pyridin-4-yl)-[1,2,4]triazolo[4,3-a]pyridin-2(3H)-yl)methyl)-6-(trifluoromethyl)picolinate), Cl (HCl). Solvent: [OH-].[Na+] (NaOH), C1CCOC1 (THF). Run at time 4 hour. The product is ClC1=CC=C(C=C1)C1=C(C=2N(C=C1)C(N(N2)CC=2C(=NC(=CC2)C(F)(F)F)C(=O)O)=O)C2=CC=NC=C2 (3-((7-(4-chlorophenyl)-3-oxo-8-(pyridin-4-yl)-[1,2,4]triazolo[4,3-a]pyridin-2(3H)-yl)methyl)-6-(trifluoromethyl)picolinic acid). As a reaction SMILES: [Cl:1][C:2]1[CH:7]=[CH:6][C:5]([C:8]2[CH:13]=[CH:12][N:11]3[C:14](=[O:32])[N:15]([CH2:17][C:18]4[C:19]([C:28]([O:30]C)=[O:29])=[N:20][C:21]([C:24]([F:27])([F:26])[F:25])=[CH:22][CH:23]=4)[N:16]=[C:10]3[C:9]=2[C:33]2[CH:38]=[CH:37][N:36]=[CH:35][CH:34]=2)=[CH:4][CH:3]=1.Cl>[OH-].[Na+].C1COCC1>[Cl:1][C:2]1[CH:3]=[CH:4][C:5]([C:8]2[CH:13]=[CH:12][N:11]3[C:14](=[O:32])[N:15]([CH2:17][C:18]4[C:19]([C:28]([OH:30])=[O:29])=[N:20][C:21]([C:24]([F:27])([F:26])[F:25])=[CH:22][CH:23]=4)[N:16]=[C:10]3[C:9]=2[C:33]2[CH:34]=[CH:35][N:36]=[CH:37][CH:38]=2)=[CH:6][CH:7]=1 |f:2.3|. Procedure: The title compound was also prepared as follows: A solution of methyl 3-((7-(4-chlorophenyl)-3-oxo-8-(pyridin-4-yl)-[1,2,4]triazolo[4,3-a]pyridin-2(3H)-yl)methyl)-6-(trifluoromethyl)picolinate (60 mg, 0.11 mmol) in a mixture of 1 M aqueous NaOH (1 mL) and THF (1 mL) was stirred at room temperature for 4 h. After cooling to 0° C., the reaction mixture was neutralized to pH 6-7 by addition of 1 M aqueous HCl solution, then extracted with EtOAc (30 mL×3). The combined EtOAc extracts were washed wit... Reactants: COc1ccc(O)cc1, CC1(C)COc2ccc(CO)cc2OC1. Yields the product COc1ccc(OCc2ccc3c(c2)OCC(C)(C)CO3)cc1. As a reaction SMILES: [CH3:16][O:17][c:18]1[cH:19][cH:20][c:21]([OH:24])[cH:22][cH:23]1.[CH3:1][C:2]1([CH3:15])[CH2:3][O:4][c:5]2[c:6]([cH:9][cH:10][c:11]([CH2:13][OH:14])[cH:12]2)[O:7][CH2:8]1>>[CH3:1][C:2]1([CH3:15])[CH2:3][O:4][c:5]2[c:6]([cH:9][cH:10][c:11]([CH2:13][O:14][c:21]3[cH:20][cH:19][c:18]([O:17][CH3:16])[cH:23][cH:22]3)[cH:12]2)[O:7][CH2:8]1. The reactants are C(C1=CC=CC=C1)OCC(=O)Cl (benzyloxyacetyl chloride), C(C)NCC (diethylamine). The solvent is C(Cl)Cl (CH2Cl2). Reaction conditions: time 2 hour. Yields the product C(C1=CC=CC=C1)OCC(=O)N(CC)CC (2-(Benzyloxy)-N,N-diethylacetamide). Reaction SMILES: [CH2:1]([O:8][CH2:9][C:10](Cl)=[O:11])[C:2]1[CH:7]=[CH:6][CH:5]=[CH:4][CH:3]=1.[CH2:13]([NH:15][CH2:16][CH3:17])[CH3:14]>C(Cl)Cl>[CH2:1]([O:8][CH2:9][C:10]([N:15]([CH2:16][CH3:17])[CH2:13][CH3:14])=[O:11])[C:2]1[CH:7]=[CH:6][CH:5]=[CH:4][CH:3]=1. Procedure details: At 0° C., 1.54 ml (9.7 mmol) of benzyloxyacetyl chloride and 0.92 ml (8.9 mmol) of diethylamine were dissolved in 35 ml of CH2Cl2. The reaction mixture was stirred at room temperature (RT) for 2 hours and then washed with dilute HCl solution and saturated NaCl solution. The organic phase was dried over Na2SO4 and evaporated to dryness. 2-(Benzyloxy)-N,N-diethylacetamide was obtained as a colorless residue. The reactants are FC(C1=C(C=CC=C1)NC(NC1=CC=C(C=C1)C1=NN=C2N1N=CC=C2C(=O)OC(C)(C)C)=O)(F)F (tert-butyl 3-(4-(3-(2-(trifluoromethyl)phenyl)ureido)phenyl)-[1,2,4]triazolo[4,3-b]pyridazine-8-carboxylate), C(=O)(C(F)(F)F)O (TFA). The solvent is C(Cl)Cl (CH2Cl2). The product is FC(C1=C(C=CC=C1)NC(NC1=CC=C(C=C1)C1=NN=C2N1N=CC=C2C(=O)O)=O)(F)F (3-(4-(3-(2-(Trifluoromethyl)phenyl)ureido)phenyl)-[1,2,4]triazolo[4,3-b]pyridazine-8-carboxylic acid). Isolated yield 96.1%. RXN SMILES: [F:1][C:2]([F:36])([F:35])[C:3]1[CH:8]=[CH:7][CH:6]=[CH:5][C:4]=1[NH:9][C:10](=[O:34])[NH:11][C:12]1[CH:17]=[CH:16][C:15]([C:18]2[N:22]3[N:23]=[CH:24][CH:25]=[C:26]([C:27]([O:29]C(C)(C)C)=[O:28])[C:21]3=[N:20][N:19]=2)=[CH:14][CH:13]=1.C(O)(C(F)(F)F)=O>C(Cl)Cl>[F:36][C:2]([F:1])([F:35])[C:3]1[CH:8]=[CH:7][CH:6]=[CH:5][C:4]=1[NH:9][C:10](=[O:34])[NH:11][C:12]1[CH:13]=[CH:14][C:15]([C:18]2[N:22]3[N:23]=[CH:24][CH:25]=[C:26]([C:27]([OH:29])=[O:28])[C:21]3=[N:20][N:19]=2)=[CH:16][CH:17]=1. Procedure: A solution of tert-butyl 3-(4-(3-(2-(trifluoromethyl)phenyl)ureido)phenyl)-[1,2,4]triazolo[4,3-b]pyridazine-8-carboxylate (66G) (58 mg, 0.12 mmol) in a mixed solvent of TFA (0.5 mL) and CH2Cl2 (0.5 mL) was stirred at room temperature for 3 h. Analysis by LC/MS indicated the starting material was consumed. The reaction was concentrated under reduced pressure, chased with CH2Cl2 (2×) and dried in high vacuum for 2 h to afford 51 mg of the title compound as a yellow solid. HPLC/MS (Method B): reten... Reactants: C1(CC1)C1=NC2=C(N1C)C=C(C=C2)N2C(C=C(C=C2)O)=O (1-(2-cyclopropyl-1-methyl-1H-benzimidazol-6-yl)-4-hydroxypyridin-2(1H)-one), FC(C1=CC=C(O1)CO)(F)F ((5-(trifluoromethyl)-2-furyl)methanol), C(CCC)P(CCCC)CCCC (tributylphosphine), N(=NC(=O)N1CCCCC1)C(=O)N1CCCCC1 (1,1′-(azodicarbonyl)dipiperidine). The solvent is C1CCOC1 (THF). Conditions: time 3 hour. Product: C1(CC1)C1=NC2=C(N1C)C=C(C=C2)N2C(C=C(C=C2)OCC=2OC(=CC2)C(F)(F)F)=O (1-(2-Cyclopropyl-1-methyl-1H-benzimidazol-6-yl)-4-((5-(trifluoromethyl)-2-furyl)methoxy)pyridin-2(1H)-one). Isolated yield 51.3%. As a reaction SMILES: [CH:1]1([C:4]2[N:8]([CH3:9])[C:7]3[CH:10]=[C:11]([N:14]4[CH:19]=[CH:18][C:17]([OH:20])=[CH:16][C:15]4=[O:21])[CH:12]=[CH:13][C:6]=3[N:5]=2)[CH2:3][CH2:2]1.[F:22][C:23]([F:32])([F:31])[C:24]1[O:28][C:27]([CH2:29]O)=[CH:26][CH:25]=1.C(P(CCCC)CCCC)CCC.N(C(N1CCCCC1)=O)=NC(N1CCCCC1)=O>C1COCC1>[CH:1]1([C:4]2[N:8]([CH3:9])[C:7]3[CH:10]=[C:11]([N:14]4[CH:19]=[CH:18][C:17]([O:20][CH2:29][C:27]5[O:28][C:24]([C:23]([F:32])([F:31])[F:22])=[CH:25][CH:26]=5)=[CH:16][C:15]4=[O:21])[CH:12]=[CH:13][C:6]=3[N:5]=2)[CH2:2][CH2:3]1. Reported procedure: To a suspension of 1-(2-cyclopropyl-1-methyl-1H-benzimidazol-6-yl)-4-hydroxypyridin-2(1H)-one (400 mg) and (5-(trifluoromethyl)-2-furyl)methanol (462 mg) in THF (40 ml) were added tributylphosphine (1.06 ml) and 1,1′-(azodicarbonyl)dipiperidine (1.08 g) at 60° C., and the mixture was stirred for 3 h. After the solvent was evaporated, the residue was purified by silica gel column chromatography (hexane/EtOAc then EtOAc/MeOH), followed by NH silica gel column chromatography (hexane/EtOAc then EtOA... Starting materials: CC(C)(C)[Si](C)(C)Cl, C1CCOC1, Oc1ccc(NCc2cccnc2)cc1, c1c[nH]cn1. Product: CC(C)(C)[Si](C)(C)Oc1ccc(NCc2cccnc2)cc1. Reaction SMILES: [C:21]([CH3:22])([CH3:23])([CH3:24])[Si:25]([CH3:26])([CH3:27])[Cl:28].[CH2:29]1[O:30][CH2:31][CH2:32][CH2:33]1.[OH:1][c:2]1[cH:3][cH:4][c:5]([NH:8][CH2:9][c:10]2[cH:11][n:12][cH:13][cH:14][cH:15]2)[cH:6][cH:7]1.[nH:16]1[cH:17][cH:18][n:19][cH:20]1>>[O:1]([c:2]1[cH:3][cH:4][c:5]([NH:8][CH2:9][c:10]2[cH:11][n:12][cH:13][cH:14][cH:15]2)[cH:6][cH:7]1)[Si:25]([C:21]([CH3:22])([CH3:23])[CH3:24])([CH3:26])[CH3:27]. Starting materials: CC(C#CC=CCNC)(C)C (N-(6,6-dimethyl-2-hepten-4-ynyl)methylamine), C([O-])([O-])=O.[Na+].[Na+] (sodium carbonate), BrCC=1C=C(C=CC1)C(C)=O (3′-bromomethylacetophenone). The product is CC(C#C\C=C/CN(C)CC=1C=C(C=CC1)C(C)=O)(C)C (cis-3′-[N-(6,6-Dimethyl-2-hepten-4-ynyl)-N-methylaminomethyl]acetophenone). Yield: 14.8%. Reaction SMILES: [CH3:1][C:2]([CH3:11])([CH3:10])[C:3]#[C:4][CH:5]=[CH:6][CH2:7][NH:8][CH3:9].C(=O)([O-])[O-].[Na+].[Na+].Br[CH2:19][C:20]1[CH:21]=[C:22]([C:26](=[O:28])[CH3:27])[CH:23]=[CH:24][CH:25]=1>>[CH3:1][C:2]([CH3:11])([CH3:10])[C:3]#[C:4]/[CH:5]=[CH:6]\[CH2:7][N:8]([CH2:19][C:20]1[CH:21]=[C:22]([C:26](=[O:28])[CH3:27])[CH:23]=[CH:24][CH:25]=1)[CH3:9] |f:1.2.3|. Reported procedure: The procedure described in Example 1 was repeated, except that N-(6,6-dimethyl-2-hepten-4-ynyl)methylamine (trans:cis=about 3:1) (17.7 g; 116.8 mmol), sodium carbonate (17.7 g; 166.8 mmol), and 3′-bromomethylacetophenone (23.7 g; 111.2 mmol) were used, to thereby yield 4.67 g of the target compound (yield: 14.8%). The reactants are COC1=C(C=C(C=C1)C=C)[N+](=O)[O-] (1-methoxy-2-nitro-4-vinyl-benzene). Reagents/catalysts: [Pd] (palladium on carbon). The solvent is C(C)(=O)OCC (ethyl acetate). Run at time 8 hour. The product is C(C)C=1C=CC(=C(C1)N)OC (5-ethyl-2-methoxy-phenylamine). Reaction SMILES: [CH3:1][O:2][C:3]1[CH:8]=[CH:7][C:6]([CH:9]=[CH2:10])=[CH:5][C:4]=1[N+:11]([O-])=O>[Pd].C(OCC)(=O)C>[CH2:9]([C:6]1[CH:7]=[CH:8][C:3]([O:2][CH3:1])=[C:4]([NH2:11])[CH:5]=1)[CH3:10]. Reported procedure: A mixture of 1-methoxy-2-nitro-4-vinyl-benzene (150 mg) and palladium on carbon (10%, 25 mg) in ethyl acetate (10 mL) was stirred under hydrogen atmosphere (balloon pressure) at room temperature overnight. The reaction mixture was filtered on a CELITE™ pad and the filtrate was evaporated to give 5-ethyl-2-methoxy-phenylamine without further purifications. Reactants: C(C)OC(=O)C=1C=NC2=C(C=CC=C2C1NC1CCCC1)OC (4-cyclopentylamino-8-methoxy-quinoline-3-carboxylic acid ethyl ester), FC1=C(C=C(C=C1)N=C=O)C (1-fluoro-4-isocyanato-2-methyl-benzene). Yields the product C1(CCCC1)N1C(N(C(C=2C=NC=3C(=CC=CC3C21)OC)=O)C2=CC(=C(C=C2)F)C)=O (1-Cyclopentyl-3-(4-fluoro-3-methyl-phenyl)-7-methoxy-1H-pyrimido[5,4-c]quinoline-2,4-dione). Isolated yield 59.6%. Reaction SMILES: C(O[C:4]([C:6]1[CH:7]=[N:8][C:9]2[C:14]([C:15]=1[NH:16][CH:17]1[CH2:21][CH2:20][CH2:19][CH2:18]1)=[CH:13][CH:12]=[CH:11][C:10]=2[O:22][CH3:23])=[O:5])C.[F:24][C:25]1[CH:30]=[CH:29][C:28]([N:31]=[C:32]=[O:33])=[CH:27][C:26]=1[CH3:34]>>[CH:17]1([N:16]2[C:15]3[C:14]4[CH:13]=[CH:12][CH:11]=[C:10]([O:22][CH3:23])[C:9]=4[N:8]=[CH:7][C:6]=3[C:4](=[O:5])[N:31]([C:28]3[CH:29]=[CH:30][C:25]([F:24])=[C:26]([CH3:34])[CH:27]=3)[C:32]2=[O:33])[CH2:21][CH2:20][CH2:19][CH2:18]1. Procedure details: 1-Cyclopentyl-3-(4-fluoro-3-methyl-phenyl)-7-methoxy-1H-pyrimido[5,4-c]quinoline-2,4-dione (25 mg) was prepared from 4-cyclopentylamino-8-methoxy-quinoline-3-carboxylic acid ethyl ester (0.1 mmol) and 1-fluoro-4-isocyanato-2-methyl-benzene (0.5 mmol) following general procedure C. LCMS: m/z 420 [M+1]+.